This data is from the Open Reaction Database (ORD), a public repository of structured organic reaction records. The task is: describe an organic reaction: reactants, conditions, products, and yield Reactants: Cl.Cl.CN1C(C=CC2=CC(=CC=C12)OCCCCCNCCC=1C=NC=CC1)=O (1-methyl-6-[5-(2-pyridin-3-ylethylamino)pentyloxy]-1H-quinolin-2-one dihydrochloride), C(O)([O-])=O.[Na+] (sodium hydrogencarbonate), C1(CCCCC1)C=O (Cyclohexane carboxaldehyde), [Na] (sodium), C(C)O.Cl (hydrogen chloride ethanol). Run in ClCCCl (1,2-dichloroethane), C(C)N(CC)CC (Triethylamine), C(C)O (ethanol), C(C)(=O)OCC (ethyl acetate). Reaction conditions: time 30 minute. Product: Cl.Cl.C1(CCCCC1)CN(CCCCCOC=1C=C2C=CC(N(C2=CC1)C)=O)CCC=1C=NC=CC1 (6-{5-[cyclohexylmethyl-(2-pyridin-3-ylethyl)amino]pentyloxy}-1-methyl-1H-quinolin-2-one dihydrochloride). Reaction SMILES: [ClH:1].Cl.[CH3:3][N:4]1[C:13]2[C:8](=[CH:9][C:10]([O:14][CH2:15][CH2:16][CH2:17][CH2:18][CH2:19][NH:20][CH2:21][CH2:22][C:23]3[CH:24]=[N:25][CH:26]=[CH:27][CH:28]=3)=[CH:11][CH:12]=2)[CH:7]=[CH:6][C:5]1=[O:29].[CH:30]1([CH:36]=O)[CH2:35][CH2:34][CH2:33][CH2:32][CH2:31]1.[Na].C(=O)([O-])O.[Na+].C(O)C.Cl>C(OCC)(=O)C.C(O)C.ClCCCl.C(N(CC)CC)C>[ClH:1].[ClH:1].[CH:30]1([CH2:36][N:20]([CH2:21][CH2:22][C:23]2[CH:24]=[N:25][CH:26]=[CH:27][CH:28]=2)[CH2:19][CH2:18][CH2:17][CH2:16][CH2:15][O:14][C:10]2[CH:9]=[C:8]3[C:13](=[CH:12][CH:11]=2)[N:4]([CH3:3])[C:5](=[O:29])[CH:6]=[CH:7]3)[CH2:35][CH2:34][CH2:33][CH2:32][CH2:31]1 |f:0.1.2,5.6,7.8,13.14.15,^1:37|. Procedure: Triethylamine(0.15 ml) was added to a 1,2-dichloroethane solution (2.5 ml) of 1-methyl-6-[5-(2-pyridin-3-ylethylamino)pentyloxy]-1H-quinolin-2-one dihydrochloride(219 mg). The mixture was stirred at room temperature for 30 minutes. Cyclohexane carboxaldehyde(0.073 ml) and sodium triacetoxyborohydrate(159 mg) were added thereto, and the mixture was stirred at room temperature overnight. A saturated sodium hydrogencarbonate aqueous solution was added to the reaction mixture, followed by extraction... The reactants are C(C=C)C1=C2C=CN(C2=C(C=C1OC(F)F)C)C(=O)OC(C)(C)C (tert-butyl 4-allyl-5-(difluoromethoxy)-7-methyl-1H-indole-1-carboxylate). The reagents and catalysts are CC(=O)[O-].CC(=O)[O-].[Pd+2] (Pd(OAc)2). Solvent: C(C(F)(F)F)(C(F)(F)F)O (1,1,1,3,3,3-hexafluoroisopropanol). Run at time 45 minute. Product: FC(OC=1C(=C2C=CN(C2=C(C1)C)C(=O)OC(C)(C)C)C=CC)F (tert-Butyl 5-(difluoromethoxy)-7-methyl-4-(prop-1-en-1-yl)-1H-indole-1-carboxylate). As a reaction SMILES: [CH2:1]([C:4]1[C:12]([O:13][CH:14]([F:16])[F:15])=[CH:11][C:10]([CH3:17])=[C:9]2[C:5]=1[CH:6]=[CH:7][N:8]2[C:18]([O:20][C:21]([CH3:24])([CH3:23])[CH3:22])=[O:19])[CH:2]=[CH2:3]>C(O)(C(F)(F)F)C(F)(F)F.CC([O-])=O.CC([O-])=O.[Pd+2]>[F:16][CH:14]([F:15])[O:13][C:12]1[C:4]([CH:1]=[CH:2][CH3:3])=[C:5]2[C:9](=[C:10]([CH3:17])[CH:11]=1)[N:8]([C:18]([O:20][C:21]([CH3:23])([CH3:24])[CH3:22])=[O:19])[CH:7]=[CH:6]2 |f:2.3.4|. Reported procedure: To solution of tert-butyl 4-allyl-5-(difluoromethoxy)-7-methyl-1H-indole-1-carboxylate (2.05 g, 6.08 mmol) in 1,1,1,3,3,3-hexafluoroisopropanol (7.6 mL) was added Pd(OAc)2 (0.041 g, 0.182 mmol) and the reaction stirred for 45 minutes at room temperature. At this point the reaction was concentrated and purified directly by flash chromatography (0-40% EtOAc in heptanes) to provide the title compound. 1H NMR (400 MHz, DMSO-d6) δ ppm 7.71 (d, J=4.04 Hz, 1H) 6.87-7.32 (m, 3H) 6.65 (dd, J=16.17, 1.77 ... Starting materials: NC(CO)c1ccccc1, O=C(O)c1cccc(-c2nc(N3CCOCC3)nc3c2CCN3c2cccnc2)c1. Product: O=C(NC(CO)c1ccccc1)c1cccc(-c2nc(N3CCOCC3)nc3c2CCN3c2cccnc2)c1. Reaction SMILES: [NH2:31][CH:32]([CH2:33][OH:34])[c:35]1[cH:36][cH:37][cH:38][cH:39][cH:40]1.[O:1]1[CH2:2][CH2:3][N:4]([c:7]2[n:8][c:9](-[c:22]3[cH:23][c:24]([C:25](=[O:26])[OH:27])[cH:28][cH:29][cH:30]3)[c:10]3[c:11]([n:12]2)[N:13]([c:16]2[cH:17][n:18][cH:19][cH:20][cH:21]2)[CH2:14][CH2:15]3)[CH2:5][CH2:6]1>>[O:1]1[CH2:2][CH2:3][N:4]([c:7]2[n:8][c:9](-[c:22]3[cH:23][c:24]([C:25](=[O:26])[NH:31][CH:32]([CH2:33][OH:34])[c:35]4[cH:36][cH:37][cH:38][cH:39][cH:40]4)[cH:28][cH:29][cH:30]3)[c:10]3[c:11]([n:12]2)[N:13]([c:16]2[cH:17][n:18][cH:19][cH:20][cH:21]2)[CH2:14][CH2:15]3)[CH2:5][CH2:6]1. The reactants are CCCC[N+](CCCC)(CCCC)CCCC, CCOc1ccc(C(CO)C(F)(F)F)cc1, [Na+], BrCc1cccc(Oc2ccccc2)c1, [OH-], O=S(=O)([O-])O. Product: CCOc1ccc(C(COCc2cccc(Oc3ccccc3)c2)C(F)(F)F)cc1. As a reaction SMILES: [CH2:39]([N+:40]([CH2:41][CH2:42][CH2:43][CH3:44])([CH2:45][CH2:46][CH2:47][CH3:48])[CH2:49][CH2:50][CH2:51][CH3:52])[CH2:53][CH2:54][CH3:55].[F:1][C:2]([CH:3]([CH2:4][OH:5])[c:6]1[cH:7][cH:8][c:9]([O:12][CH2:13][CH3:14])[cH:10][cH:11]1)([F:15])[F:16].[Na+:33].[O:17]([c:18]1[cH:19][cH:20][cH:21][cH:22][cH:23]1)[c:24]1[cH:25][c:26]([CH2:27][Br:28])[cH:29][cH:30][cH:31]1.[OH-:32].[S:34]([O-:35])([OH:36])(=[O:37])=[O:38]>>[F:1][C:2]([CH:3]([CH2:4][O:5][CH2:27][c:26]1[cH:25][c:24]([O:17][c:18]2[cH:19][cH:20][cH:21][cH:22][cH:23]2)[cH:31][cH:30][cH:29]1)[c:6]1[cH:7][cH:8][c:9]([O:12][CH2:13][CH3:14])[cH:10][cH:11]1)([F:15])[F:16]. Starting materials: CCc1c(C(=O)C(N)=O)c2c(OCC(=O)OC)nc(SC)nc2n1Cc1cccc(C(F)(F)F)c1, CO, [Na+], [OH-]. Yields the product CCc1c(C(=O)C(N)=O)c2c(OCC(=O)O)nc(SC)nc2n1Cc1cccc(C(F)(F)F)c1. RXN SMILES: [CH3:1][O:2][C:3]([CH2:4][O:5][c:6]1[c:7]2[c:8]([n:9][c:10]([S:12][CH3:13])[n:11]1)[n:14]([CH2:24][c:25]1[cH:26][c:27]([C:31]([F:32])([F:33])[F:34])[cH:28][cH:29][cH:30]1)[c:15]([CH2:22][CH3:23])[c:16]2[C:17]([C:18](=[O:19])[NH2:20])=[O:21])=[O:35].[CH3:38][OH:39].[Na+:37].[OH-:36]>>[O:2]=[C:3]([CH2:4][O:5][c:6]1[c:7]2[c:8]([n:9][c:10]([S:12][CH3:13])[n:11]1)[n:14]([CH2:24][c:25]1[cH:26][c:27]([C:31]([F:32])([F:33])[F:34])[cH:28][cH:29][cH:30]1)[c:15]([CH2:22][CH3:23])[c:16]2[C:17]([C:18](=[O:19])[NH2:20])=[O:21])[OH:35]. The solvent is CN(C)C=O (DMF), C(C)(=O)OCC (ethyl acetate). Reported procedure: A mixture of compound 2,3,4,5-tetrahydro-2,8-dimethyl-1H-pyrido[4,3-b]indole (2.6 g, 13.1 mmol, 1 equiv.) and NaH (55%, 750 mg, 17.2 mmol, 1.3 equiv.) in 60 ml of THF was heated to 120 deg C. for 1 h. It was then cooled to RT and compound 2-(4-fluorophenyl)-2-methyloxirane (4 g, 26 mmol, 2 equiv.) in 25 ml of DMF was added dropwise for 5 mins at RT followed by heating at 120 deg C. for 2 h. It was cooled to RT and 10 ml of water was added followed by dilution with 800 ml of ethyl acetate, which ... The product is FC1=CC=C(C=C1)C(C(C)O)N1C2=C(C=3C=C(C=CC13)C)CN(CC2)C (4-fluorophenyl-1-(1,2,3,4-tetrahydro-2,8-dimethylpyrido[4,3-b]indol-5-yl)propan-2-ol). Conditions: time 1 hour. RXN SMILES: [CH3:1][N:2]1[CH2:15][CH2:14][C:5]2[NH:6][C:7]3[CH:8]=[CH:9][C:10]([CH3:13])=[CH:11][C:12]=3[C:4]=2[CH2:3]1.[H-].[Na+].[F:18][C:19]1[CH:24]=[CH:23][C:22]([C:25]2(C)[CH2:27][O:26]2)=[CH:21][CH:20]=1.O.[CH2:30]1COCC1>CN(C=O)C.C(OCC)(=O)C>[F:18][C:19]1[CH:20]=[CH:21][C:22]([CH:25]([N:6]2[C:7]3[CH:8]=[CH:9][C:10]([CH3:13])=[CH:11][C:12]=3[C:4]3[CH2:3][N:2]([CH3:1])[CH2:15][CH2:14][C:5]2=3)[CH:27]([OH:26])[CH3:30])=[CH:23][CH:24]=1 |f:1.2|. Starting materials: FC1=CC=C(C=C1)C1(OC1)C (2-(4-fluorophenyl)-2-methyloxirane), O (water), CN1CC2=C(NC=3C=CC(=CC23)C)CC1 (2,3,4,5-tetrahydro-2,8-dimethyl-1H-pyrido[4,3-b]indole), [H-].[Na+] (NaH), C1CCOC1 (THF). The reactants are [Br-].C(CCCCCCCCCCCCCCC)SCC(C[N+](CCO)(C)C)OC ((±)-3-hexadecylthio-2-methoxy-N, N-dimethyl-N-β-hydroxyethyl-1-propyl ammonium bromide), C(CCCCCCCCCCCCCCC)SCC(CBr)OCC ((±)-1-hexadecylthio-2-ethoxy-3-bromopropane), CN(C)CCO (N,N-dimethylaminoethanol). Product: [Br-].C(CCCCCCCCCCCCCCC)SCC(C[N+](CCO)(C)C)OCC ((±)-3-hexadecylthio-2-ethoxy-N,N-dimethyl-N-β-hydroxyethyl-1-propyl ammonium bromide). Yield: 30.0%. Reaction SMILES: [Br-].[CH2:2]([S:18][CH2:19][CH:20]([O:28][CH3:29])[CH2:21][N+:22]([CH3:27])([CH3:26])[CH2:23][CH2:24][OH:25])[CH2:3][CH2:4][CH2:5][CH2:6][CH2:7][CH2:8][CH2:9][CH2:10][CH2:11][CH2:12][CH2:13][CH2:14][CH2:15][CH2:16][CH3:17].[CH2:30](SCC(OCC)C[Br:50])CCCCCCCCCCCCCCC.CN(CCO)C>>[Br-:50].[CH2:2]([S:18][CH2:19][CH:20]([O:28][CH2:29][CH3:30])[CH2:21][N+:22]([CH3:26])([CH3:27])[CH2:23][CH2:24][OH:25])[CH2:3][CH2:4][CH2:5][CH2:6][CH2:7][CH2:8][CH2:9][CH2:10][CH2:11][CH2:12][CH2:13][CH2:14][CH2:15][CH2:16][CH3:17] |f:0.1,4.5|. Procedure details: This product was prepared in an analogous manner to that of (±)-3-hexadecylthio-2-methoxy-N, N-dimethyl-N-β-hydroxyethyl-1-propyl ammonium bromide from 2.2 grams (0.005 mole) of (±)-1-hexadecylthio-2-ethoxy-3-bromopropane and 0.15 milliliter (0.006 mole) of N,N-dimethylaminoethanol to give 0.775 milligram (30%) of product, (mp 112°-113° Centigrade). 1H-NMR (CDCl3): delta, 0.87(t, 3H, terminal methyl), 1.2-1.6[m, 31H, (CH2)14, CH3 --CH2 --O], 2.58(m, 2H, S--CH2), 2.7-2.9(m, 2H, CH2 --S), 3.48[s, ... The reactants are O1C2CC3=CC=CC=C3CC21 (2,3-epoxy-1,2,3,4-tetrahydronaphthalene), N1=C(C=CC=C1)[Li] (2-pyridyl lithium), O (water). Run in CCOCC (ether). Run at temperature -20 celsius. Yields the product OC1CC(C2=CC=CC=C2C1)C1=NC=CC=C1 (2-(3-Hydroxy-1,2,3,4-tetrahydronaphthalenyl)-pyridine). RXN SMILES: [O:1]1[CH:11]2[CH:2]1[CH2:3][C:4]1[C:9]([CH2:10]2)=[CH:8][CH:7]=[CH:6][CH:5]=1.[N:12]1[CH:17]=[CH:16][CH:15]=[CH:14][C:13]=1[Li].O>CCOCC>[OH:1][CH:11]1[CH2:10][C:9]2[C:4](=[CH:5][CH:6]=[CH:7][CH:8]=2)[CH:3]([C:13]2[CH:14]=[CH:15][CH:16]=[CH:17][N:12]=2)[CH2:2]1. Procedure: A solution of 25 g of 2,3-epoxy-1,2,3,4-tetrahydronaphthalene in 250 ml ether is added to a solution of 2-pyridyl lithium (prepared from 2-bromopyridine and butyllithium) cooled to -20° C. After addition, the mixture is allowed to come to room temperature over several hours, then cooled again and treated with water. The separated, dried organics are taken to dryness, and the product purified by chromatography in neutral alumina.